This data is from the Open Reaction Database (ORD), a public repository of structured organic reaction records. The task is: describe an organic reaction: reactants, conditions, products, and yield Starting materials: C(C)(C)(C)N1N=CC(=C1C1=CC=C(C=C1)F)C=1SC=C(N1)C(=O)O (2-(1-tert-butyl-5-(4-fluorophenyl)-1H-pyrazol-4-yl)thiazole-4-carboxylic acid), O1CCC(CC1)CCN (2-(tetrahydro-2H-pyran-4-yl)ethanamine). The product is C(C)(C)(C)N1N=CC(=C1C1=CC=C(C=C1)F)C=1SC=C(N1)C(=O)NCCC1CCOCC1 (2-[1-tert-butyl-5-(4-fluorophenyl)-1H-pyrazol-4-yl]-N-[2-(tetrahydro-2H-pyran-4-yl)ethyl]-1,3-thiazole-4-carboxamide). RXN SMILES: [C:1]([N:5]1[C:9]([C:10]2[CH:15]=[CH:14][C:13]([F:16])=[CH:12][CH:11]=2)=[C:8]([C:17]2[S:18][CH:19]=[C:20]([C:22]([OH:24])=O)[N:21]=2)[CH:7]=[N:6]1)([CH3:4])([CH3:3])[CH3:2].[O:25]1[CH2:30][CH2:29][CH:28]([CH2:31][CH2:32][NH2:33])[CH2:27][CH2:26]1>>[C:1]([N:5]1[C:9]([C:10]2[CH:11]=[CH:12][C:13]([F:16])=[CH:14][CH:15]=2)=[C:8]([C:17]2[S:18][CH:19]=[C:20]([C:22]([NH:33][CH2:32][CH2:31][CH:28]3[CH2:29][CH2:30][O:25][CH2:26][CH2:27]3)=[O:24])[N:21]=2)[CH:7]=[N:6]1)([CH3:3])([CH3:2])[CH3:4]. Reported procedure: Using 2-(1-tert-butyl-5-(4-fluorophenyl)-1H-pyrazol-4-yl)thiazole-4-carboxylic acid and 2-(tetrahydro-2H-pyran-4-yl)ethanamine and by reaction and purification in the same manner as in the method described in Example 1, step 7, the title compound was obtained. Starting materials: CN1CCN(C)C1=O, Clc1ncc(Cl)c(Cl)n1, [H-], CC(C)NS(=O)(=O)c1ccccc1N, [Na+], O. Yields the product CC(C)NS(=O)(=O)c1ccccc1Nc1nc(Cl)ncc1Cl. As a reaction SMILES: [CH3:27][N:28]1[CH2:29][CH2:30][N:31]([CH3:32])[C:33]1=[O:34].[Cl:17][c:18]1[n:19][cH:20][c:21]([Cl:25])[c:22]([Cl:24])[n:23]1.[H-:15].[NH2:1][c:2]1[c:3]([S:8](=[O:9])(=[O:10])[NH:11][CH:12]([CH3:13])[CH3:14])[cH:4][cH:5][cH:6][cH:7]1.[Na+:16].[OH2:26]>>[NH:1]([c:2]1[c:3]([S:8](=[O:9])(=[O:10])[NH:11][CH:12]([CH3:13])[CH3:14])[cH:4][cH:5][cH:6][cH:7]1)[c:22]1[c:21]([Cl:25])[cH:20][n:19][c:18]([Cl:17])[n:23]1.